This data is from the Open Reaction Database (ORD), a public repository of structured organic reaction records. The task is: describe an organic reaction: reactants, conditions, products, and yield Reactants: ClC=1C=C(C=CC1Cl)[C@@H]1CN(CCO[C@@H]1CNC(=O)OC1=CC=C(C=C1)[N+](=O)[O-])C(=O)OC(C)(C)C (tert-butyl (6R,7S)-6-(3,4-dichlorophenyl)-7-({[(4-nitrophenoxy)carbonyl]amino}methyl)-1,4-oxazepane-4-carboxylate), Cl.COC(CNC)=O (sarcosine methyl ester hydrochloride), C([O-])([O-])=O.[K+].[K+] (potassium carbonate), O (water). Solvent: C1CCOC1 (THF). Conditions: time 8 hour. The product is ClC=1C=C(C=CC1Cl)[C@@H]1CN(CCO[C@@H]1CNC(N(C)CC(=O)OC)=O)C(=O)OC(C)(C)C (tert-butyl (6R,7S)-6-(3,4-dichlorophenyl)-7-({[(2-methoxy-2-oxoethyl)(methyl)carbamoyl]amino}methyl)-1,4-oxazepane-4-carboxylate). Yield: 90.0%. As a reaction SMILES: [Cl:1][C:2]1[CH:3]=[C:4]([C@H:9]2[C@@H:15]([CH2:16][NH:17][C:18](OC3C=CC([N+]([O-])=O)=CC=3)=[O:19])[O:14][CH2:13][CH2:12][N:11]([C:30]([O:32][C:33]([CH3:36])([CH3:35])[CH3:34])=[O:31])[CH2:10]2)[CH:5]=[CH:6][C:7]=1[Cl:8].Cl.[CH3:38][O:39][C:40](=[O:44])[CH2:41][NH:42][CH3:43].C(=O)([O-])[O-].[K+].[K+].O>C1COCC1>[Cl:1][C:2]1[CH:3]=[C:4]([C@H:9]2[C@@H:15]([CH2:16][NH:17][C:18](=[O:19])[N:42]([CH2:41][C:40]([O:39][CH3:38])=[O:44])[CH3:43])[O:14][CH2:13][CH2:12][N:11]([C:30]([O:32][C:33]([CH3:35])([CH3:36])[CH3:34])=[O:31])[CH2:10]2)[CH:5]=[CH:6][C:7]=1[Cl:8] |f:1.2,3.4.5|. Procedure: To a solution of tert-butyl (6R,7S)-6-(3,4-dichlorophenyl)-7-({[(4-nitrophenoxy)carbonyl]amino}methyl)-1,4-oxazepane-4-carboxylate (94 mg) in THF (2.0 mL) were added sarcosine methyl ester hydrochloride (36 mg) and potassium carbonate (72 mg), and the mixture was stirred at room temperature overnight. To the reaction solution was added water, and the mixture was extracted with ethyl acetate. The organic layer was washed with water and brine, and dried over anhydrous magnesium sulfate. The solven... Reactants: CC1(OB(OC1(C)C)C1=CC2=CC=CC=C2C(=C1)C)C (4,4,5,5-tetramethyl-2-(4-methyl-naphthalen-2-yl)-[1,3,2]dioxaborolane), ClC=1C=C(N=NC1)CN1C(=NC=C1)C (5-chloro-3-(2-methyl-imidazol-1-yl-methyl)-pyridazine). Product: Cl.CC=1N(C=CN1)CC=1N=NC=C(C1)C1=CC2=CC=CC=C2C(=C1)C (3-(2-Methyl-imidazol-1-yl-methyl)-5-(4-methyl-naphthalen-2-yl)-pyridazine hydrochloride). Reaction SMILES: CC1(C)C(C)(C)OB([C:9]2[CH:18]=[C:17]([CH3:19])[C:16]3[C:11](=[CH:12][CH:13]=[CH:14][CH:15]=3)[CH:10]=2)O1.[Cl:21][C:22]1[CH:23]=[C:24]([CH2:28][N:29]2[CH:33]=[CH:32][N:31]=[C:30]2[CH3:34])[N:25]=[N:26][CH:27]=1>>[ClH:21].[CH3:34][C:30]1[N:29]([CH2:28][C:24]2[N:25]=[N:26][CH:27]=[C:22]([C:9]3[CH:18]=[C:17]([CH3:19])[C:16]4[C:11](=[CH:12][CH:13]=[CH:14][CH:15]=4)[CH:10]=3)[CH:23]=2)[CH:33]=[CH:32][N:31]=1 |f:2.3|. Reported procedure: The title compound, MS: m/e=351.8 (M+H+), was prepared from 4,4,5,5-tetramethyl-2-(4-methyl-naphthalen-2-yl)-[1,3,2]dioxaborolane and 5-chloro-3-(2-methyl-imidazol-1-yl-methyl)-pyridazine. Starting materials: Cn1nc(-c2c(F)cccc2Cl)nc1-c1ccc(CBr)c(Cl)c1, CN(C)C=O, CC(=O)[O-], [K+], O. RXN SMILES: [Br:6][CH2:7][c:8]1[c:9]([Cl:28])[cH:10][c:11](-[c:14]2[n:15][c:16](-[c:20]3[c:21]([Cl:27])[cH:22][cH:23][cH:24][c:25]3[F:26])[n:17][n:18]2[CH3:19])[cH:12][cH:13]1.[CH3:1][N:2]([CH3:3])[CH:4]=[O:5].[CH3:30][C:31]([O-:32])=[O:33].[K+:29].[OH2:34]>>[CH2:7]([c:8]1[c:9]([Cl:28])[cH:10][c:11](-[c:14]2[n:15][c:16](-[c:20]3[c:21]([Cl:27])[cH:22][cH:23][cH:24][c:25]3[F:26])[n:17][n:18]2[CH3:19])[cH:12][cH:13]1)[O:33][C:31]([CH3:30])=[O:32]. Product: CC(=O)OCc1ccc(-c2nc(-c3c(F)cccc3Cl)nn2C)cc1Cl. The reactants are O=C1CC2CC(Cc3ccccn3)C1C2, [Na+], C1CCOC1, [OH-], OO. Product: OC1CC2CC(Cc3ccccn3)C1C2. As a reaction SMILES: [CH2:1]([c:2]1[n:3][cH:4][cH:5][cH:6][cH:7]1)[CH:8]1[CH:9]2[C:10](=[O:15])[CH2:11][CH:12]([CH2:13]1)[CH2:14]2.[Na+:17].[O:20]1[CH2:21][CH2:22][CH2:23][CH2:24]1.[OH-:16].[OH:18][OH:19]>>[CH2:1]([c:2]1[n:3][cH:4][cH:5][cH:6][cH:7]1)[CH:8]1[CH:9]2[CH:10]([OH:15])[CH2:11][CH:12]([CH2:13]1)[CH2:14]2. Yield: 50.7%. Reaction SMILES: [CH3:1][S:2]([C:5]1[N:10]=[CH:9][C:8]([O:11][C:12]2[CH:13]=[C:14]3[C:18](=[C:19]([O:21][CH:22]4[CH2:27][CH2:26][O:25][CH2:24][CH2:23]4)[CH:20]=2)[NH:17][C:16]([C:28]2[S:29][CH:30]([CH2:33][C:34]([OH:36])=O)[CH2:31][N:32]=2)=[CH:15]3)=[CH:7][CH:6]=1)(=[O:4])=[O:3].O.O[N:39]1[C:43]2C=CC=C[C:42]=2N=N1.Cl.C(N=C=NCCCN(C)C)C.O1CCCC1.C(N)C>CN(C)C=O.CCCCCC.C(OCC)(=O)C.O>[CH2:43]([NH:39][C:34](=[O:36])[CH2:33][CH:30]1[S:29][C:28]([C:16]2[NH:17][C:18]3[C:14]([CH:15]=2)=[CH:13][C:12]([O:11][C:8]2[CH:9]=[N:10][C:5]([S:2]([CH3:1])(=[O:3])=[O:4])=[CH:6][CH:7]=2)=[CH:20][C:19]=3[O:21][CH:22]2[CH2:27][CH2:26][O:25][CH2:24][CH2:23]2)=[N:32][CH2:31]1)[CH3:42] |f:1.2,3.4,5.6|. Reported procedure: To a solution of {2-[5-{[6-(methylsulfonyl)pyridin-3-yl]oxy}-7-(tetrahydro-2H-pyran-4-yloxy)-1H-indol-2-yl]-4,5-dihydro-1,3-thiazol-5-yl}acetic acid (150 mg) in N,N-dimethylformamide (5 mL) were added 1-hydroxybenzotriazole monohydrate (65 mg), 1-ethyl-3-(3-dimethylaminopropyl)carbodiimide hydrochloride (81 mg), and 2M ethylamine tetrahydrofuran solution (0.29 mL), and the mixture was stirred at room temperature for 15 hr. Water was added to the reaction mixture, and the mixture was extracted wi... Yields the product C(C)NC(CC1CN=C(S1)C=1NC2=C(C=C(C=C2C1)OC=1C=NC(=CC1)S(=O)(=O)C)OC1CCOCC1)=O (N-Ethyl-2-{2-[5-{[6-(methylsulfonyl)pyridin-3-yl]oxy}-7-(tetrahydro-2H-pyran-4-yloxy)-1H-indol-2-yl]-4,5-dihydro-1,3-thiazol-5-yl}acetamide). The solvent is CCCCCC (hexane), O (Water), C(C)(=O)OCC (ethyl acetate), CN(C=O)C (N,N-dimethylformamide). Starting materials: CS(=O)(=O)C1=CC=C(C=N1)OC=1C=C2C=C(NC2=C(C1)OC1CCOCC1)C=1SC(CN1)CC(=O)O ({2-[5-{[6-(methylsulfonyl)pyridin-3-yl]oxy}-7-(tetrahydro-2H-pyran-4-yloxy)-1H-indol-2-yl]-4,5-dihydro-1,3-thiazol-5-yl}acetic acid), O.ON1N=NC2=C1C=CC=C2 (1-hydroxybenzotriazole monohydrate), Cl.C(C)N=C=NCCCN(C)C (1-ethyl-3-(3-dimethylaminopropyl)carbodiimide hydrochloride), O1CCCC1.C(C)N (ethylamine tetrahydrofuran). Run at time 15 hour. Reactants: ClC1=NC=C(C(=C1)NC=1C(=NC(=CC1)C=1C=NN(C1)CCCO)C(=O)NC)C(F)(F)F (3-{[2-chloro-5-(trifluoromethyl)pyridin-4-yl]amino}-6-[1-(3-hydroxypropyl)-1H-pyrazol-4-yl]-N-methylpyridine-2-carboxamide), ClC1=NC=C(C(=C1)NC=1C(=NC(=CC1)C=1C=NN(C1)CCCO)C(=O)NC)C(F)(F)F (3-{[2-chloro-5-(trifluoromethyl)pyridin-4-yl]amino}-6-[1-(3-hydroxypropyl)-1H-pyrazol-4-yl]-N-methylpyridine-2-carboxamide), NC1=C(C=C(CP(OCC)(OCC)=O)C=C1)OC (diethyl (4-amino-3-methoxybenzyl)phosphonate), NC1=C(C=C(CP(OCC)(OCC)=O)C=C1)OC (diethyl (4-amino-3-methoxybenzyl)phosphonate), Pd(II)(OAc)2, CC1(C2=C(C(=CC=C2)P(C3=CC=CC=C3)C4=CC=CC=C4)OC5=C(C=CC=C51)P(C6=CC=CC=C6)C7=CC=CC=C7)C (Xantphos), C(=O)([O-])[O-].[Cs+].[Cs+] (Cs2CO3). Solvent: O (water), O1CCOCC1 (1,4-dioxane). Yields the product OCCCN1N=CC(=C1)C1=CC=C(C(=N1)C(NC)=O)NC1=CC(=NC=C1C(F)(F)F)NC1=C(C=C(CP(OCC)(OCC)=O)C=C1)OC (Diethyl (4-{[4-({6-[1-(3-hydroxypropyl)-1H-pyrazol-4-yl]-2-(methylcarbamoyl)pyridin-3-yl}amino)-5-(trifluoromethyl)pyridin-2-yl]amino}-3-methoxybenzyl)phosphonate). Isolated yield 11.2%. As a reaction SMILES: Cl[C:2]1[CH:7]=[C:6]([NH:8][C:9]2[C:10]([C:24]([NH:26][CH3:27])=[O:25])=[N:11][C:12]([C:15]3[CH:16]=[N:17][N:18]([CH2:20][CH2:21][CH2:22][OH:23])[CH:19]=3)=[CH:13][CH:14]=2)[C:5]([C:28]([F:31])([F:30])[F:29])=[CH:4][N:3]=1.[NH2:32][C:33]1[CH:47]=[CH:46][C:36]([CH2:37][P:38](=[O:45])([O:42][CH2:43][CH3:44])[O:39][CH2:40][CH3:41])=[CH:35][C:34]=1[O:48][CH3:49].CC1(C)C2C(=C(P(C3C=CC=CC=3)C3C=CC=CC=3)C=CC=2)OC2C(P(C3C=CC=CC=3)C3C=CC=CC=3)=CC=CC1=2.C([O-])([O-])=O.[Cs+].[Cs+]>O1CCOCC1.O>[OH:23][CH2:22][CH2:21][CH2:20][N:18]1[CH:19]=[C:15]([C:12]2[N:11]=[C:10]([C:24](=[O:25])[NH:26][CH3:27])[C:9]([NH:8][C:6]3[C:5]([C:28]([F:31])([F:30])[F:29])=[CH:4][N:3]=[C:2]([NH:32][C:33]4[CH:47]=[CH:46][C:36]([CH2:37][P:38](=[O:45])([O:42][CH2:43][CH3:44])[O:39][CH2:40][CH3:41])=[CH:35][C:34]=4[O:48][CH3:49])[CH:7]=3)=[CH:14][CH:13]=2)[CH:16]=[N:17]1 |f:3.4.5|. Reported procedure: A solution of 3-{[2-chloro-5-(trifluoromethyl)pyridin-4-yl]amino}-6-[1-(3-hydroxypropyl)-1H-pyrazol-4-yl]-N-methylpyridine-2-carboxamide (Compound 36C, 158 mg, 0.35 mmol) and diethyl (4-amino-3-methoxybenzyl)phosphonate (Compound 1F, 104 mg, 0.38 mmol) in 1,4-dioxane (4.0 mL) was treated with Pd(II)(OAc)2 (3.90 mg, 0.017 mmol), Xantphos (20.1 mg, 0.035 mmol) and Cs2CO3 (226 mg, 0.70 mmol). The mixture was purged with N2 for 2 minutes, sealed and irradiated in a microwave reactor for 40 minutes a...